Dataset: the Open Reaction Database (ORD), a public repository of structured organic reaction records. Task: describe an organic reaction: reactants, conditions, products, and yield Reactants: C(CC)C1=NC2=C(N1CC1=CC=C(C=C1)C=1C(=CC=CC1)C(=O)OC(C)(C)C)C=C(C=C2)C2=NC1=C(N2C)C=CC(=C1)C(F)(F)F (tert.-butyl 4'-[[2-n-propyl-6-(1-methyl-5-trifluoromethyl-benzimidazol-2-yl)-benzimidazol-1-yl]methyl]biphenyl-2-carboxylate), FC(C(=O)O)(F)F (trifluoroacetic acid). The solvent is C(Cl)Cl (methylene chloride). Yields the product C(CC)C1=NC2=C(N1CC1=CC=C(C=C1)C=1C(=CC=CC1)C(=O)O)C=C(C=C2)C2=NC1=C(N2C)C=CC(=C1)C(F)(F)F (4'-[[2-n-Propyl-6-(1-methyl-5-trifluoromethyl-benzimidazol-2-yl)-benzimidazol-1-yl]methyl]biphenyl-2-carboxylic acid). RXN SMILES: [CH2:1]([C:4]1[N:8]([CH2:9][C:10]2[CH:15]=[CH:14][C:13]([C:16]3[C:17]([C:22]([O:24]C(C)(C)C)=[O:23])=[CH:18][CH:19]=[CH:20][CH:21]=3)=[CH:12][CH:11]=2)[C:7]2[CH:29]=[C:30]([C:33]3[N:37]([CH3:38])[C:36]4[CH:39]=[CH:40][C:41]([C:43]([F:46])([F:45])[F:44])=[CH:42][C:35]=4[N:34]=3)[CH:31]=[CH:32][C:6]=2[N:5]=1)[CH2:2][CH3:3].FC(F)(F)C(O)=O>C(Cl)Cl>[CH2:1]([C:4]1[N:8]([CH2:9][C:10]2[CH:15]=[CH:14][C:13]([C:16]3[C:17]([C:22]([OH:24])=[O:23])=[CH:18][CH:19]=[CH:20][CH:21]=3)=[CH:12][CH:11]=2)[C:7]2[CH:29]=[C:30]([C:33]3[N:37]([CH3:38])[C:36]4[CH:39]=[CH:40][C:41]([C:43]([F:44])([F:45])[F:46])=[CH:42][C:35]=4[N:34]=3)[CH:31]=[CH:32][C:6]=2[N:5]=1)[CH2:2][CH3:3]. Reported procedure: Prepared analogously to Example 1 from tert.-butyl 4'-[[2-n-propyl-6-(1-methyl-5-trifluoromethyl-benzimidazol-2-yl)-benzimidazol-1-yl]methyl]biphenyl-2-carboxylate and trifluoroacetic acid in methylene chloride. The reactants are C(CCC)OC(=O)C1=CC(=C(C=2OC(C3=C(OC21)C(=C(C=C3C)O)C=O)=O)C)OC (4-Formyl-3-hydroxy-8-methoxy-1,9-dimethyl-11-oxo-11H-dibenzo[b,e][1,4]dioxepine-6-carboxylic acid butyl ester), N1(CCOCC1)CCN (2-morpholin-4-yl-ethylamine). Yields the product C(CC)OC(=O)C1=CC(=C(C=2OC(C3=C(OC21)C(=C(C=C3C)O)CNCCN3CCOCC3)=O)C)OC (3-Hydroxy-8-methoxy-1,9-dimethyl-4-[(2-morpholin-4-yl-ethylamino)-methyl]-11-oxo-11H-dibenzo[b,e][1,4]dioxepine-6-carboxylic acid propyl ester). RXN SMILES: [CH2:1]([O:5][C:6]([C:8]1[C:18]2[O:17][C:16]3[C:19]([CH:25]=O)=[C:20]([OH:24])[CH:21]=[C:22]([CH3:23])[C:15]=3[C:14](=[O:27])[O:13][C:12]=2[C:11]([CH3:28])=[C:10]([O:29][CH3:30])[CH:9]=1)=[O:7])[CH2:2][CH2:3]C.[N:31]1([CH2:37][CH2:38][NH2:39])[CH2:36][CH2:35][O:34][CH2:33][CH2:32]1>>[CH2:1]([O:5][C:6]([C:8]1[C:18]2[O:17][C:16]3[C:19]([CH2:25][NH:39][CH2:38][CH2:37][N:31]4[CH2:36][CH2:35][O:34][CH2:33][CH2:32]4)=[C:20]([OH:24])[CH:21]=[C:22]([CH3:23])[C:15]=3[C:14](=[O:27])[O:13][C:12]=2[C:11]([CH3:28])=[C:10]([O:29][CH3:30])[CH:9]=1)=[O:7])[CH2:2][CH3:3]. Procedure details: This compound was prepared from the compound from Example 8 by means of a procedure similar to that used for Example 18 except replacing ethanolamine with 2-morpholin-4-yl-ethylamine. Reactants: C(C)(C)N(CC)C(C)C (diisopropylethylamine), I.I.C1=CN=C2N1C1=C(CC[C@H]2N)C=CC=C1 ((4R)-5,6-dihydro-4H-imidazo[1,2-a][1]benzazepin-4-amine dihydroiodide), C(C)OC1=CC=C(C(=O)NC2(CC2)C(=O)O)C=C1 (1-[(4-ethoxybenzoyl)amino]cyclopropanecarboxylic acid), O.ON1N=NC2=C1C=CC=C2 (1-hydroxybenzotriazole hydrate), Cl.CN(CCCN=C=NCC)C (1-(3-dimethylaminopropyl)-3-ethylcarbodiimide hydrochloride). Solvent: ClCCl (dichloromethane). Conditions: time 1 hour. Product: C1=CN=C2N1C1=C(CC[C@H]2NC(=O)C2(CC2)NC(C2=CC=C(C=C2)OCC)=O)C=CC=C1 (N-[1-[[(4R)-5,6-dihydro-4H-imidazo[1,2-a][1]benzazepin-4-yl]carbamoyl]cyclopropyl]-4-ethoxy-benzamide). The yield is 92.6%. As a reaction SMILES: I.I.[CH:3]1[N:7]2[C:8]3[CH:17]=[CH:16][CH:15]=[CH:14][C:9]=3[CH2:10][CH2:11][C@@H:12]([NH2:13])[C:6]2=[N:5][CH:4]=1.[CH2:18]([O:20][C:21]1[CH:35]=[CH:34][C:24]([C:25]([NH:27][C:28]2([C:31](O)=[O:32])[CH2:30][CH2:29]2)=[O:26])=[CH:23][CH:22]=1)[CH3:19].O.ON1C2C=CC=CC=2N=N1.C(N(C(C)C)CC)(C)C.Cl.CN(C)CCCN=C=NCC>ClCCl>[CH:3]1[N:7]2[C:8]3[CH:17]=[CH:16][CH:15]=[CH:14][C:9]=3[CH2:10][CH2:11][C@@H:12]([NH:13][C:31]([C:28]3([NH:27][C:25](=[O:26])[C:24]4[CH:34]=[CH:35][C:21]([O:20][CH2:18][CH3:19])=[CH:22][CH:23]=4)[CH2:30][CH2:29]3)=[O:32])[C:6]2=[N:5][CH:4]=1 |f:0.1.2,4.5,7.8|. Reported procedure: Add (4R)-5,6-dihydro-4H-imidazo[1,2-a][1]benzazepin-4-amine dihydroiodide (650 g, 1.43 mol), 1-[(4-ethoxybenzoyl)amino]cyclopropanecarboxylic acid (427 g, 1.71 mol), and 1-hydroxybenzotriazole hydrate (262.5 g. 1.71 mol) to dichloromethane (3 L). Stir the mixture in an ice water bath and slowly add diisopropylethylamine (797 ml, 4.57 mol). Add 1-(3-dimethylaminopropyl)-3-ethylcarbodiimide hydrochloride (333.6 g, 1.71 mol) over 10 minutes. Remove the ice water bath and allow the mixture to stir f... Starting materials: Cl (hydrochloric acid), FC=1C=C(C=CC1N1C=C(C=C1)C=O)C1=NOC(C1)CNC(C)=O ((-)-N-[[3-[3-Fluoro-4-(3-formyl-1H-pyrrol-1-yl)phenyl]-4,5-dihydro-5-isoxazolyl]methyl]acetamide), [OH-].[Na+] (sodium hydroxide), one, NO (hydroxylamine). The solvent is O (water), C(C)O (ethanol). Reaction conditions: time 1 hour. The product is FC=1C=C(C=CC1N1C=C(C=C1)C=NO)C1=NOC(C1)CNC(C)=O ((-)-N-[[3-[3-Fluoro-4-[3-[(hydroxyimino)methyl]-1H-pyrrol-1-yl]phenyl]-4,5-dihydro-5-isoxazolyl]methyl]acetamide). Yield: 87.2%. RXN SMILES: [F:1][C:2]1[CH:3]=[C:4]([C:15]2[CH2:19][CH:18]([CH2:20][NH:21][C:22](=[O:24])[CH3:23])[O:17][N:16]=2)[CH:5]=[CH:6][C:7]=1[N:8]1[CH:12]=[CH:11][C:10]([CH:13]=O)=[CH:9]1.[NH2:25][OH:26].[OH-].[Na+].Cl>C(O)C.O>[F:1][C:2]1[CH:3]=[C:4]([C:15]2[CH2:19][CH:18]([CH2:20][NH:21][C:22](=[O:24])[CH3:23])[O:17][N:16]=2)[CH:5]=[CH:6][C:7]=1[N:8]1[CH:12]=[CH:11][C:10]([CH:13]=[N:25][OH:26])=[CH:9]1 |f:2.3|. Procedure: (-)-5-Acetamidomethyl-3-(3-fluoro-4-(3-formylpyrrol-1-yl)phenyl)isoxazoline (Example 15) (329 mg) is suspended in 4 ml 95% ethanol in a 50 ml one neck round bottom flask under nitrogen. The suspension is treated with hydroxylamine (80 mg) followed by sodium hydroxide (60 mg) and 0.4 ml water. The reaction is stirred 1 hour at room temperature, the pH is adjusted to 7 with 5% hydrochloric acid, and the white solid is collected. The solid is collected, washed with water, and is dried to give 300 m... The reactants are C1(CCCC1)NC1=NC=CC(=N1)C=1C(=NN2C1C=CC(=C2C)C(=O)OCC)C2=CC=C(C=C2)F (ethyl 3-[2-(cyclopentylamino)-4-pyrimidinyl]-2-(4-fluorophenyl)-7-methylpyrazolo[1,5-a]pyridine-6-carboxylate), [OH-].[Li+] (lithium hydroxide). The solvent is O1CCOCC1 (dioxane). Run at time 16 hour. Product: C1(CCCC1)NC1=NC=CC(=N1)C=1C(=NN2C1C=CC(=C2C)C(=O)O)C2=CC=C(C=C2)F (3-[2-(cyclopentylamino)-4-pyrimidinyl]-2-(4-fluorophenyl)-7-methylpyrazolo[1,5-a]pyridine-6-carboxylic acid). Yield: 82.6%. As a reaction SMILES: [CH:1]1([NH:6][C:7]2[N:12]=[C:11]([C:13]3[C:14]([C:28]4[CH:33]=[CH:32][C:31]([F:34])=[CH:30][CH:29]=4)=[N:15][N:16]4[C:21]([CH3:22])=[C:20]([C:23]([O:25]CC)=[O:24])[CH:19]=[CH:18][C:17]=34)[CH:10]=[CH:9][N:8]=2)[CH2:5][CH2:4][CH2:3][CH2:2]1.[OH-].[Li+]>O1CCOCC1>[CH:1]1([NH:6][C:7]2[N:12]=[C:11]([C:13]3[C:14]([C:28]4[CH:29]=[CH:30][C:31]([F:34])=[CH:32][CH:33]=4)=[N:15][N:16]4[C:21]([CH3:22])=[C:20]([C:23]([OH:25])=[O:24])[CH:19]=[CH:18][C:17]=34)[CH:10]=[CH:9][N:8]=2)[CH2:2][CH2:3][CH2:4][CH2:5]1 |f:1.2|. Procedure: To a solution of ethyl 3-[2-(cyclopentylamino)-4-pyrimidinyl]-2-(4-fluorophenyl)-7-methylpyrazolo[1,5-a]pyridine-6-carboxylate (40 mg, 0.087 mmol) in dioxane (600 μL) was added lithium hydroxide (300 μL, 1M aqueous, 0.30 mmol). The reaction mixture was stirred at room temperature 16 hours. The reaction mixture was concentrated in vacuo to remove dioxane, then diluted with water. The aqueous mixture was acidified with 1 N aqueous hydrochloric acid. Upon standing for 72 hours, a solid precipitate ... Reactants: CC(C)C(N)C(=O)OC(C)(C)C, ClCCCl, CCN(C(C)C)C(C)C, Cl, O=C(Nc1ccc(-c2nnc3c(C(=O)O)ccnn23)cc1)Nc1ccccc1C(F)(F)F, CN(C)C=O, On1nnc2ccccc21. Yields the product CC(C)C(NC(=O)c1ccnn2c(-c3ccc(NC(=O)Nc4ccccc4C(F)(F)F)cc3)nnc12)C(=O)OC(C)(C)C. As a reaction SMILES: [C:34]([CH3:35])([CH3:36])([CH3:37])[O:38][C:39]([CH:40]([NH2:41])[CH:42]([CH3:43])[CH3:44])=[O:45].[CH2:46]([Cl:47])[CH2:48][Cl:49].[CH:60]([N:61]([CH2:62][CH3:63])[CH:64]([CH3:65])[CH3:66])([CH3:67])[CH3:68].[ClH:33].[F:1][C:2]([c:3]1[c:4]([NH:9][C:10]([NH:11][c:12]2[cH:13][cH:14][c:15](-[c:18]3[n:19][n:20][c:21]4[n:22]3[n:23][cH:24][cH:25][c:26]4[C:27](=[O:28])[OH:29])[cH:16][cH:17]2)=[O:30])[cH:5][cH:6][cH:7][cH:8]1)([F:31])[F:32].[O:69]=[CH:70][N:71]([CH3:72])[CH3:73].[OH:50][n:51]1[c:52]2[c:53]([cH:54][cH:55][cH:56][cH:57]2)[n:58][n:59]1>>[F:1][C:2]([c:3]1[c:4]([NH:9][C:10]([NH:11][c:12]2[cH:13][cH:14][c:15](-[c:18]3[n:19][n:20][c:21]4[n:22]3[n:23][cH:24][cH:25][c:26]4[C:27](=[O:28])[NH:41][CH:40]([C:39]([O:38][C:34]([CH3:35])([CH3:36])[CH3:37])=[O:45])[CH:42]([CH3:43])[CH3:44])[cH:16][cH:17]2)=[O:30])[cH:5][cH:6][cH:7][cH:8]1)([F:31])[F:32]. The reactants are CC(C)N(CCC(c1ccccc1)c1cc(CCCCCOc2ccc(CCNCC(O[Si](C)(C)C(C)(C)C)c3ccc(OCc4ccccc4)c(NS(C)(=O)=O)c3)cc2)ccc1O)C(C)C, CCO, O=C[O-], [NH4+], [OH-], [OH-], [Pd+2]. RXN SMILES: [CH2:1]([c:2]1[cH:3][cH:4][cH:5][cH:6][cH:7]1)[O:8][c:9]1[c:10]([NH:63][S:64](=[O:65])(=[O:66])[CH3:67])[cH:11][c:12]([CH:15]([CH2:16][NH:17][CH2:18][CH2:19][c:20]2[cH:21][cH:22][c:23]([O:26][CH2:27][CH2:28][CH2:29][CH2:30][CH2:31][c:32]3[cH:33][c:34]([CH:39]([CH2:40][CH2:41][N:42]([CH:43]([CH3:44])[CH3:45])[CH:46]([CH3:47])[CH3:48])[c:49]4[cH:50][cH:51][cH:52][cH:53][cH:54]4)[c:35]([OH:38])[cH:36][cH:37]3)[cH:24][cH:25]2)[O:55][Si:56]([CH3:57])([CH3:58])[C:59]([CH3:60])([CH3:61])[CH3:62])[cH:13][cH:14]1.[CH3:72][CH2:73][OH:74].[CH:68]([O-:69])=[O:70].[NH4+:71].[OH-:75].[OH-:77].[Pd+2:76]>>[OH:8][c:9]1[c:10]([NH:63][S:64](=[O:65])(=[O:66])[CH3:67])[cH:11][c:12]([CH:15]([CH2:16][NH:17][CH2:18][CH2:19][c:20]2[cH:21][cH:22][c:23]([O:26][CH2:27][CH2:28][CH2:29][CH2:30][CH2:31][c:32]3[cH:33][c:34]([CH:39]([CH2:40][CH2:41][N:42]([CH:43]([CH3:44])[CH3:45])[CH:46]([CH3:47])[CH3:48])[c:49]4[cH:50][cH:51][cH:52][cH:53][cH:54]4)[c:35]([OH:38])[cH:36][cH:37]3)[cH:24][cH:25]2)[O:55][Si:56]([CH3:57])([CH3:58])[C:59]([CH3:60])([CH3:61])[CH3:62])[cH:13][cH:14]1. Yields the product CC(C)N(CCC(c1ccccc1)c1cc(CCCCCOc2ccc(CCNCC(O[Si](C)(C)C(C)(C)C)c3ccc(O)c(NS(C)(=O)=O)c3)cc2)ccc1O)C(C)C.